Dataset: the Open Reaction Database (ORD), a public repository of structured organic reaction records. Task: describe an organic reaction: reactants, conditions, products, and yield Starting materials: N(=[N+]=[N-])C(C)(C)C1=CC=C(C=C1)C=1NC(C=2N(C1)C=C(C2)F)=O (3-[4-(1-azido-1-methyl-ethyl)-phenyl]-7-fluoro-2H-pyrrolo[1,2-a]pyrazin-1-one), C(C)(=O)O (acetic acid). The reagents and catalysts are [Zn] (zinc). Solvent: C1CCOC1 (THF). Run at time 3 hour. Product: C(=O)O.NC(C)(C)C1=CC=C(C=C1)C=1NC(C=2N(C1)C=C(C2)F)=O (3-[4-(1-amino-1-methyl-ethyl)-phenyl]-7-fluoro-2H-pyrrolo[1,2-a]pyrazin-1-one formate salt). As a reaction SMILES: [N:1]([C:4]([C:7]1[CH:12]=[CH:11][C:10]([C:13]2[NH:14][C:15](=[O:23])[C:16]3[N:17]([CH:19]=[C:20]([F:22])[CH:21]=3)[CH:18]=2)=[CH:9][CH:8]=1)([CH3:6])[CH3:5])=[N+]=[N-].[C:24]([OH:27])(=[O:26])C>C1COCC1.[Zn]>[CH:24]([OH:27])=[O:26].[NH2:1][C:4]([C:7]1[CH:8]=[CH:9][C:10]([C:13]2[NH:14][C:15](=[O:23])[C:16]3[N:17]([CH:19]=[C:20]([F:22])[CH:21]=3)[CH:18]=2)=[CH:11][CH:12]=1)([CH3:6])[CH3:5] |f:4.5|. Reported procedure: To a slurry of 103 mg (0.33 mmol) 3-[4-(1-azido-1-methyl-ethyl)-phenyl]-7-fluoro-2H-pyrrolo[1,2-a]pyrazin-1-one and 90 mg (1.38 mmol) zinc dust in 2 ml THF is added 175 ml (3.1 mmol) acetic acid and the mixture is stirred for 3 hours at room temperature. The suspension is quenched with THF/dichloromethane/ethyl acetate. The mixture is filtered with suction and the residue is washed with methanol. The filtrate is evaporated and the residue is purified by preparative HPLC to afford 3-[4-(1-amino-1... Starting materials: CC[SiH](CC)CC, O=C(O)C(F)(F)F, COC(=O)C(=O)c1c[nH]c2ncccc12. Product: COC(=O)Cc1c[nH]c2ncccc12. RXN SMILES: [CH2:1]([SiH:2]([CH2:3][CH3:4])[CH2:5][CH3:6])[CH3:7].[F:23][C:24]([F:25])([F:26])[C:27]([OH:28])=[O:29].[O:8]=[C:9]([C:10](=[O:11])[O:12][CH3:13])[c:14]1[cH:15][nH:16][c:17]2[n:18][cH:19][cH:20][cH:21][c:22]12>>[CH2:9]([C:10](=[O:11])[O:12][CH3:13])[c:14]1[cH:15][nH:16][c:17]2[n:18][cH:19][cH:20][cH:21][c:22]12. The reactants are CC(C)(C#N)c1cccc(NC(=O)Oc2ccccc2)c1, C1CCOC1, COc1cc2ncnc(Sc3cccc(N)c3)c2cc1OC, CCOCC, CN(C)c1ccncc1. Product: COc1cc2ncnc(Sc3cccc(NC(=O)Nc4cccc(C(C)(C)C#N)c4)c3)c2cc1OC. As a reaction SMILES: [C:23](#[N:24])[C:25]([CH3:26])([CH3:27])[c:28]1[cH:29][c:30]([NH:34][C:35]([O:36][c:38]2[cH:39][cH:40][cH:41][cH:42][cH:43]2)=[O:37])[cH:31][cH:32][cH:33]1.[CH2:49]1[O:50][CH2:51][CH2:52][CH2:53]1.[CH3:1][O:2][c:3]1[cH:4][c:5]2[c:6]([S:15][c:16]3[cH:17][c:18]([NH2:19])[cH:20][cH:21][cH:22]3)[n:7][cH:8][n:9][c:10]2[cH:11][c:12]1[O:13][CH3:14].[CH3:44][CH2:45][O:46][CH2:47][CH3:48].[CH3:54][N:55]([c:56]1[cH:57][cH:58][n:59][cH:60][cH:61]1)[CH3:62]>>[CH3:1][O:2][c:3]1[cH:4][c:5]2[c:6]([S:15][c:16]3[cH:17][c:18]([NH:19][C:35]([NH:34][c:30]4[cH:29][c:28]([C:25]([C:23]#[N:24])([CH3:26])[CH3:27])[cH:33][cH:32][cH:31]4)=[O:36])[cH:20][cH:21][cH:22]3)[n:7][cH:8][n:9][c:10]2[cH:11][c:12]1[O:13][CH3:14]. Starting materials: ClC1=C(C=CC(=C1)Cl)N=C=O (2,4-dichlorophenyl isocyanate), FC1=CC=C(C(C(=O)OCC)=C1)N (ethyl 5-fluoroanthranilate), C[O-].[Na+] (sodium methoxide). The solvent is C=1(C(=CC=CC1)C)C (xylene), C=1(C(=CC=CC1)C)C (xylene). Run at temperature 90 celsius, time 2.5 hour. Yields the product ClC1=C(C=CC(=C1)Cl)N1C(NC2=CC=C(C=C2C1=O)F)=O (3-(2,4 dichlorophenyl)-6-fluoro-2,4(1H,3H)-quinazolinedione). Isolated yield 90.3%. As a reaction SMILES: [Cl:1][C:2]1[CH:7]=[C:6]([Cl:8])[CH:5]=[CH:4][C:3]=1[N:9]=[C:10]=[O:11].[F:12][C:13]1[CH:23]=[C:17]([C:18](OCC)=[O:19])[C:16]([NH2:24])=[CH:15][CH:14]=1.C[O-].[Na+]>C1(C)C(C)=CC=CC=1>[Cl:1][C:2]1[CH:7]=[C:6]([Cl:8])[CH:5]=[CH:4][C:3]=1[N:9]1[C:18](=[O:19])[C:17]2[C:16](=[CH:15][CH:14]=[C:13]([F:12])[CH:23]=2)[NH:24][C:10]1=[O:11] |f:2.3|. Procedure details: A solution of 2,4-dichlorophenyl isocyanate (47.0 g, 0.25 mol) in xylene (130 ml) is metered at room temperature into a solution of ethyl 5-fluoroanthranilate (45.2 g, 0.25 mol) in xylene (210 ml). After addition is complete, the mixture is stirred at 90° C. for 2.5 hours. 4.50 ml of a 30% strength solution of methanolic sodium methoxide (0.025 mol) are metered in and the mixture is stirred at 90° C. for a further 2 hours, ethanol and methanol being distilled off. After cooling, the product is f...